From a dataset of the Open Reaction Database (ORD), a public repository of structured organic reaction records. describe an organic reaction: reactants, conditions, products, and yield Reactants: CC=1C=C(OCC(=O)OC(C)(C)C)C=CC1[N+](=O)[O-] (t-butyl 3-methyl-4-nitrophenoxyacetate), O.C1(=CC=C(C=C1)S(=O)(=O)O)C (p-toluenesulphonic acid monohydrate), [H][H] (hydrogen), [H][H] (hydrogen). Reagents/catalysts: [Pd] (Pd). Run in CO (methanol). Yields the product C1(=CC=C(C=C1)S(=O)(=O)O)C.NC1=C(C=C(OCC(=O)OC(C)(C)C)C=C1)C (t-butyl 4-amino-3-methylphenoxyacetate, p-toluenesulphonate salt). Isolated yield 45.8%. RXN SMILES: [CH3:1][C:2]1[CH:3]=[C:4]([CH:14]=[CH:15][C:16]=1[N+:17]([O-])=O)[O:5][CH2:6][C:7]([O:9][C:10]([CH3:13])([CH3:12])[CH3:11])=[O:8].O.[C:21]1([CH3:31])[CH:26]=[CH:25][C:24]([S:27]([OH:30])(=[O:29])=[O:28])=[CH:23][CH:22]=1.[H][H]>CO.[Pd]>[C:21]1([CH3:31])[CH:22]=[CH:23][C:24]([S:27]([OH:30])(=[O:28])=[O:29])=[CH:25][CH:26]=1.[NH2:17][C:16]1[CH:15]=[CH:14][C:4]([O:5][CH2:6][C:7]([O:9][C:10]([CH3:12])([CH3:13])[CH3:11])=[O:8])=[CH:3][C:2]=1[CH3:1] |f:1.2,6.7|. Procedure details: To a solution of the product from step (a) (4.18 g) in methanol (250 ml) under argon was added p-toluenesulphonic acid monohydrate (2.99 g) followed by 10% Pd on C (1.8 g). The argon was replaced by hydrogen and the reaction mixture was stirred under a blanket of hydrogen for 6 hours. The catalyst was filtered off through a pad of diatomaceous earth and washed with methanol. The blue-coloured filtrate and washings were evaporated to near dryness and excess ether was added. On storage overnight a... Reactants: C(C)N(CCNC(=O)C1=CNC2=CC=C(C=C2C1=O)I)CC (N-[2-(diethylamino)ethyl]-6-iodo-4-oxo-1,4-dihydroquinoline-3-carboxamide), P(=O)(Cl)(Cl)Cl (phosphorus oxychloride). Yields the product ClC1=C(C=NC2=CC=C(C=C12)I)C(=O)NCCN(CC)CC (4-chloro-N-[2-(diethylamino)ethyl]-6-iodoquinoline-3-carboxamide). Isolated yield 76.0%. Reaction SMILES: [CH2:1]([N:3]([CH2:21][CH3:22])[CH2:4][CH2:5][NH:6][C:7]([C:9]1[C:18](=O)[C:17]2[C:12](=[CH:13][CH:14]=[C:15]([I:20])[CH:16]=2)[NH:11][CH:10]=1)=[O:8])[CH3:2].P(Cl)(Cl)([Cl:25])=O>>[Cl:25][C:18]1[C:17]2[C:12](=[CH:13][CH:14]=[C:15]([I:20])[CH:16]=2)[N:11]=[CH:10][C:9]=1[C:7]([NH:6][CH2:5][CH2:4][N:3]([CH2:21][CH3:22])[CH2:1][CH3:2])=[O:8]. Procedure details: A stirred solution of compound 94 (9.00 g, 21.8 mmol) in phosphorus oxychloride (50 mL) was heated at 100° C. for 20 min. After cooling to room temperature, the solvent was evaporated under vacuum. The residue was poured into crushed ice (100 g). A 10% aqueous sodium hydrogenocarbonate solution (100 mL) and dichloromethane (100 mL) were added successively at 0° C. The mixture was stirred until the brown oil was totally dissolved. The solution was decanted and the aqueous layer was then extracted...